This data is from the Open Reaction Database (ORD), a public repository of structured organic reaction records. The task is: describe an organic reaction: reactants, conditions, products, and yield Reactants: CCOCCn1c(NC2CCN(CCC3(c4ccc(Cl)c(Cl)c4)CCN(C(=O)c4cc(OC)c(OC)c(OC)c4)C3)CC2)nc2ccccc21, CS(=O)(=O)O, CO, CCOCC, CCOC(C)=O. Product: CCOCCn1c(NC2CCN(CCC3(c4ccc(Cl)c(Cl)c4)CCN(C(=O)c4cc(OC)c(OC)c(OC)c4)C3)CC2)nc2ccccc21, CS(=O)(=O)O. As a reaction SMILES: [CH3:1][O:2][c:3]1[cH:4][c:5]([C:6](=[O:7])[N:8]2[CH2:9][C:10]([c:13]3[cH:14][c:15]([Cl:20])[c:16]([Cl:19])[cH:17][cH:18]3)([CH2:21][CH2:22][N:23]3[CH2:24][CH2:25][CH:26]([NH:29][c:30]4[n:31][c:32]5[c:33]([n:34]4[CH2:35][CH2:36][O:37][CH2:38][CH3:39])[cH:40][cH:41][cH:42][cH:43]5)[CH2:27][CH2:28]3)[CH2:11][CH2:12]2)[cH:44][c:45]([O:49][CH3:50])[c:46]1[O:47][CH3:48].[CH3:51][S:52]([OH:53])(=[O:54])=[O:55].[CH3:56][OH:57].[CH3:58][CH2:59][O:60][CH2:61][CH3:62].[CH3:63][CH2:64][O:65][C:66](=[O:67])[CH3:68]>>[CH3:1][O:2][c:3]1[cH:4][c:5]([C:6](=[O:7])[N:8]2[CH2:9][C:10]([c:13]3[cH:14][c:15]([Cl:20])[c:16]([Cl:19])[cH:17][cH:18]3)([CH2:21][CH2:22][N:23]3[CH2:24][CH2:25][CH:26]([NH:29][c:30]4[n:31][c:32]5[c:33]([n:34]4[CH2:35][CH2:36][O:37][CH2:38][CH3:39])[cH:40][cH:41][cH:42][cH:43]5)[CH2:27][CH2:28]3)[CH2:11][CH2:12]2)[cH:44][c:45]([O:49][CH3:50])[c:46]1[O:47][CH3:48].[CH3:51][S:52](=[O:53])(=[O:54])[OH:55].